Task: describe an organic reaction: reactants, conditions, products, and yield. Dataset: the Open Reaction Database (ORD), a public repository of structured organic reaction records Starting materials: polyethylene ether-diol, OCCOCCOCCOCCOCCOCCOCCOCCOCCOCCOCCOCCOCCOCCOCCOCCOCCOCCO (H(OCH2CH2)18OH), NC(=O)N (urea), CC(COC(C)CO)O (dipropylene glycol), NC(=O)N (urea). The reagents and catalysts are [Ni] (nickel). Conditions: temperature 155 celsius. The product is C(N)(O)=O.CC(COC(C)CO)O (dipropylene glycol monocarbamate). The yield is 76.0%. As a reaction SMILES: [OH:1]CCOCCOCCOCCOCCOCCOCCOCCOCCOCCOCCOCCOCCOCCOCCOCCOCCOCCO.N[C:57]([NH2:59])=[O:58].[CH3:60][CH:61]([OH:68])[CH2:62][O:63][CH:64]([CH2:66][OH:67])[CH3:65]>[Ni]>[C:57](=[O:1])([OH:58])[NH2:59].[CH3:60][CH:61]([OH:68])[CH2:62][O:63][CH:64]([CH2:66][OH:67])[CH3:65] |f:4.5|. Procedure: 810 parts of a polyethylene ether-diol of molecular weight 810 (H(OCH2CH2)18OH) and 60 parts of urea are heated in a stirred apparatus for 5 hours at 150° C., whilst passing a stream of nitrogen through the apparatus. After this time, the degree of conversion is 92%. Thereafter, 2,680 parts of dipropylene glycol, 1,200 parts of urea and 100 parts of the nickel-containing exchanger prepared as described in Example 1(a) are added. The reaction mixture is heated for 16 hours at 155° C., whilst pass... The reactants are COC1=NC=CC=C1CN1CCC(CC1)\C=C\C1=NC=CC=C1 (1-[(2-Methoxy-3-pyridyl)methyl]-4-[(E)-2-(2-pyridyl)-1-ethenyl]piperidine), [H][H] (hydrogen). The reagents and catalysts are [C].[Pd] (palladium-carbon). The solvent is C(C)O (ethanol). Run at time 30 minute. The product is COC1=NC=CC=C1CN1CCC(CC1)CCC1=NC=CC=C1 (1-[(2-Methoxy-3-pyridyl)methyl]-4-[2-(2-pyridyl)ethyl]piperidine). Yield: 70.0%. Reaction SMILES: [CH3:1][O:2][C:3]1[C:8]([CH2:9][N:10]2[CH2:15][CH2:14][CH:13](/[CH:16]=[CH:17]/[C:18]3[CH:23]=[CH:22][CH:21]=[CH:20][N:19]=3)[CH2:12][CH2:11]2)=[CH:7][CH:6]=[CH:5][N:4]=1.[H][H]>C(O)C.[C].[Pd]>[CH3:1][O:2][C:3]1[C:8]([CH2:9][N:10]2[CH2:15][CH2:14][CH:13]([CH2:16][CH2:17][C:18]3[CH:23]=[CH:22][CH:21]=[CH:20][N:19]=3)[CH2:12][CH2:11]2)=[CH:7][CH:6]=[CH:5][N:4]=1 |f:3.4|. Reported procedure: 332 mg of 1-[(2-methoxy-3-pyridyl)methyl]-4-[(E)-2-(2-pyridyl)-1-ethenyl]piperidine obtained in Example 29 and 79 mg of 10% palladium-carbon powder (water-containing product) were suspended in 5 ml of ethanol. After replacing the atmosphere of a container with hydrogen, the mixture was stirred at normal temperature under normal pressure for 30 minutes. The reaction solution was filtered, and the filtrate was evaproated, to give 234 mg of the title compound as a colorless oil.